From a dataset of the Open Reaction Database (ORD), a public repository of structured organic reaction records. describe an organic reaction: reactants, conditions, products, and yield The solvent is [N+](=O)([O-])C (nitromethane), C(Cl)(Cl)Cl (chloroform), [N+](=O)([O-])C (nitromethane). Procedure: To a solution of benzyl 2-acetamido-3,6-di-O-benzyl-2-deoxy-α-D-glucopyranoside [prepared by the process set forth in J. C. Jacquinet, et al., Carbohydr. Res., 38, 305 (1974)] (2.95 g, 6.00 mmol), silver trifluoromethanesulfonate (triflate) (1.90 g, 7.39 mmol), and 2,4,6-collidine (0.90 g, 7.42 mmol) in dry nitromethane (45 ml) stirred at room temperature under an atmosphere of nitrogen is added a solution of 3,4,6-tri-O-acetyl-2-deoxy-2-phthalimido-β-D-glucopyranosyl chloride [prepared by the p... Reaction SMILES: [C:1]([NH:4][C@@H:5]1[C@@H:18]([O:19][CH2:20][C:21]2[CH:26]=[CH:25][CH:24]=[CH:23][CH:22]=2)[C@H:17]([OH:27])[C@@H:16]([CH2:28][O:29][CH2:30][C:31]2[CH:36]=[CH:35][CH:34]=[CH:33][CH:32]=2)[O:15][C@@H:6]1[O:7][CH2:8][C:9]1[CH:14]=[CH:13][CH:12]=[CH:11][CH:10]=1)(=[O:3])[CH3:2].N1C(C)=CC(C)=CC=1C.[C:46]([O:49][C@H:50]1[C@H:55]([O:56][C:57](=[O:59])[CH3:58])[C@@H:54]([CH2:60][O:61][C:62](=[O:64])[CH3:63])[O:53][C@@H:52](Cl)[C@@H:51]1[N:66]1[C:70](=[O:71])[C:69]2=[CH:72][CH:73]=[CH:74][CH:75]=[C:68]2[C:67]1=[O:76])(=[O:48])[CH3:47].[Cl-]>[N+](C)([O-])=O.C(Cl)(Cl)Cl.[O-]S(C(F)(F)F)(=O)=O.FC(F)(F)S([O-])(=O)=O.[Ag+2].[O-]S(C(F)(F)F)(=O)=O.[Ag+]>[C:1]([NH:4][C@@H:5]1[C@@H:18]([O:19][CH2:20][C:21]2[CH:22]=[CH:23][CH:24]=[CH:25][CH:26]=2)[C@H:17]([O:27][C@@H:52]2[O:53][C@H:54]([CH2:60][O:61][C:62](=[O:64])[CH3:63])[C@@H:55]([O:56][C:57](=[O:59])[CH3:58])[C@H:50]([O:49][C:46](=[O:48])[CH3:47])[C@H:51]2[N:66]2[C:67](=[O:76])[C:68]3=[CH:75][CH:74]=[CH:73][CH:72]=[C:69]3[C:70]2=[O:71])[C@@H:16]([CH2:28][O:29][CH2:30][C:31]2[CH:32]=[CH:33][CH:34]=[CH:35][CH:36]=2)[O:15][C@@H:6]1[O:7][CH2:8][C:9]1[CH:10]=[CH:11][CH:12]=[CH:13][CH:14]=1)(=[O:3])[CH3:2] |f:6.7.8,9.10|. Reactants: N1=C(C=C(C=C1C)C)C (2,4,6-collidine), C(C)(=O)N[C@H]1[C@@H](OCC2=CC=CC=C2)O[C@@H]([C@H]([C@@H]1OCC1=CC=CC=C1)O)COCC1=CC=CC=C1 (benzyl 2-acetamido-3,6-di-O-benzyl-2-deoxy-α-D-glucopyranoside), C(C)(=O)O[C@@H]1[C@H]([C@@H](O[C@@H]([C@H]1OC(C)=O)COC(C)=O)Cl)N1C(C=2C(C1=O)=CC=CC2)=O (3,4,6-tri-O-acetyl-2-deoxy-2-phthalimido-β-D-glucopyranosyl chloride), [Cl-] (chloride), N1=C(C=C(C=C1C)C)C (collidine). The reagents and catalysts are [O-]S(=O)(=O)C(F)(F)F.FC(S(=O)(=O)[O-])(F)F.[Ag+2] (silver trifluoromethanesulfonate (triflate)), [O-]S(=O)(=O)C(F)(F)F.[Ag+] (silver triflate). Conditions: time 6 hour. The product is C(C)(=O)N[C@H]1[C@@H](OCC2=CC=CC=C2)O[C@@H]([C@H]([C@@H]1OCC1=CC=CC=C1)O[C@H]1[C@@H]([C@@H](OC(C)=O)[C@H](OC(C)=O)[C@H](O1)COC(C)=O)N1C(C=2C(C1=O)=CC=CC2)=O)COCC2=CC=CC=C2 (benzyl 2-acetamido-4-O-(3,4,6-tri-O-acetyl-2-deoxy-2-phthalimido-β-D-glucopyranosyl)-3,6-di-O-benzyl-2-deoxy-α-D-glucopyranoside). The reactants are C12(CC3CC(CC(C1)C3)C2)COC2=NC=C(C(=O)O)C=C2Cl (6-(adamantan-1-ylmethoxy)-5-chloronicotinic acid), ClC=1C(=CC(=C(C(=O)O)C1)F)OCC12CC3(CC(CC(C1)(C3)F)(C2)F)F (5-chloro-2-fluoro-4-((−3,5,7-trifluoroadamantan-1-yl)methoxy)benzoic acid). Reaction SMILES: [C:1]12(COC3C(Cl)=CC(C(O)=O)=CN=3)CC3CC(CC(C3)C1)C2.[Cl:23][C:24]1[C:25]([O:34][CH2:35][C:36]23[CH2:46][C:40]4([F:47])[CH2:41][C:42]([F:45])([CH2:44][C:38]([F:48])([CH2:39]4)[CH2:37]2)[CH2:43]3)=[CH:26][C:27]([F:33])=[C:28]([CH:32]=1)[C:29]([OH:31])=[O:30]>>[Cl:23][C:24]1[C:25]([O:34][CH2:35][C:36]23[CH2:46][C:40]4([F:47])[CH2:41][C:42]([F:45])([CH2:44][C:38]([F:48])([CH2:39]4)[CH2:37]2)[CH2:43]3)=[CH:26][C:27]([F:33])=[C:28]([CH:32]=1)[C:29]([O:31][CH3:1])=[O:30]. Procedure: Following the procedure as described in Example 150 step 2 and making variations as required to replace 6-(adamantan-1-ylmethoxy)-5-chloronicotinic acid with 5-chloro-2-fluoro-4-((−3,5,7-trifluoroadamantan-1-yl)methoxy)benzoic acid, the title compound was obtained as a colorless solid (0.90 g, quant.): 1H NMR (300 MHz, CDCl3) δ 7.96 (d, J=7.5 Hz, 1H), 6.62 (d, J=12.0 Hz, 1H), 3.88 (s, 3H), 3.83 (s, 2H), 2.24-2.05 (m, 6H), 1.87-1.78 (m, 6H); MS (ES+) m/z 407.3, 409.1 (M+1). Product: ClC=1C(=CC(=C(C(=O)OC)C1)F)OCC12CC3(CC(CC(C1)(C3)F)(C2)F)F (methyl 5-chloro-2-fluoro-4-((3,5,7-trifluoroadamantan-1-yl)-methoxy)benzoate).